The task is: describe an organic reaction: reactants, conditions, products, and yield. This data is from the Open Reaction Database (ORD), a public repository of structured organic reaction records. The reactants are C(C)(=O)OC1=CN(C2=C(C=CC=C2C1=O)Br)C (8-bromo-1-methyl-4-oxo-1,4-dihydroquinolin-3-yl acetate), [OH-].[K+] (KOH). Solvent: CO (methanol). Conditions: time 1 hour. Yields the product BrC=1C=CC=C2C(C(=CN(C12)C)O)=O (8-bromo-3-hydroxy-1-methylquinolin-4(1H)-one). Yield: 87.5%. Reaction SMILES: C([O:4][C:5]1[C:14](=[O:15])[C:13]2[C:8](=[C:9]([Br:16])[CH:10]=[CH:11][CH:12]=2)[N:7]([CH3:17])[CH:6]=1)(=O)C.[OH-].[K+]>CO>[Br:16][C:9]1[CH:10]=[CH:11][CH:12]=[C:13]2[C:8]=1[N:7]([CH3:17])[CH:6]=[C:5]([OH:4])[C:14]2=[O:15] |f:1.2|. Procedure: To a suspension of 8-bromo-1-methyl-4-oxo-1,4-dihydroquinolin-3-yl acetate (3.68 g, 10.56 mmol) in methanol (100 mL) was added aqueous 2 M KOH (15 mL), the mixture turned into a brown solution and was stirred at room temperature for 1 h. The reaction mixture was concentrated, and was then partitioned between dichloromethane and brine. The organic phase was separated, the aqueous phase was extracted with dichloromethane for several times. The combined organic extracts were dried (Na2SO4), filtere... The reactants are C(=NC1CCCCC1)=NC1CCCCC1, [N-]=[N+]=NCc1ccc(C(=O)O)c(Cl)c1, C1CCOC1, O=C1CCC(=O)N1O. Yields the product [N-]=[N+]=NCc1ccc(C(=O)ON2C(=O)CCC2=O)c(Cl)c1. Reaction SMILES: [CH:23]1([N:24]=[C:25]=[N:26][CH:27]2[CH2:28][CH2:29][CH2:30][CH2:31][CH2:32]2)[CH2:33][CH2:34][CH2:35][CH2:36][CH2:37]1.[N:1](=[N+:2]=[N-:3])[CH2:4][c:5]1[cH:6][c:7]([Cl:14])[c:8]([C:9](=[O:10])[OH:11])[cH:12][cH:13]1.[O:38]1[CH2:39][CH2:40][CH2:41][CH2:42]1.[OH:15][N:16]1[C:17](=[O:22])[CH2:18][CH2:19][C:20]1=[O:21]>>[N:1](=[N+:2]=[N-:3])[CH2:4][c:5]1[cH:6][c:7]([Cl:14])[c:8]([C:9](=[O:10])[O:11][N:16]2[C:17](=[O:22])[CH2:18][CH2:19][C:20]2=[O:21])[cH:12][cH:13]1. Starting materials: O=Cc1ccc(Br)cc1, C1CCOC1, COC(=O)CP(=O)(OCC(F)(F)F)OCC(F)(F)F, [Cl-], ClCCl, [NH4+]. The product is COC(=O)C=Cc1ccc(Br)cc1. As a reaction SMILES: [Br:20][c:21]1[cH:22][cH:23][c:24]([CH:25]=[O:26])[cH:27][cH:28]1.[CH2:29]1[O:30][CH2:31][CH2:32][CH2:33]1.[CH3:1][O:2][C:3]([CH2:4][P:5]([O:6][CH2:7][C:8]([F:9])([F:10])[F:11])([O:12][CH2:13][C:14]([F:15])([F:16])[F:17])=[O:18])=[O:19].[Cl-:34].[Cl:36][CH2:37][Cl:38].[NH4+:35]>>[CH3:1][O:2][C:3]([CH:4]=[CH:25][c:24]1[cH:23][cH:22][c:21]([Br:20])[cH:28][cH:27]1)=[O:19]. Yields the product N[C@@H](CC1=CNC2=CC=CC=C12)C(=O)O (Tryptophan). The reactants are C(C(CO)(CO)N)O.Cl (Tris-HCl), C([C@H]([C@@H](CS)O)O)S (DTT), [Mg+2].[Cl-].[Cl-] (MgCl2), C1=NC2=C(C(=N1)N)N=CN2[C@H]3[C@@H]([C@@H]([C@H](O3)COP(=O)(O)OP(=O)(O)O[32P](=O)(O)O)O)O ([γ-32P]-ATP), polynucleotide, oligodeoxynucleotides, C(C(CO)(CO)N)O.Cl (Tris-HCl), C([C@H]([C@@H](CS)O)O)S (DTT), [Mg+2].[Cl-].[Cl-] (MgCl2), P(O)(=O)(OP(=O)(O)OP(=O)(O)O)OC[C@@H]1[C@H]([C@H]([C@@H](O1)N1C=NC=2C(N)=NC=NC12)O)O (ATP), polynucleotide, phosphotriester, oligodeoxynucleotides, P(O)(=O)(OP(=O)(O)OP(=O)(O)O)OC[C@@H]1[C@H]([C@H]([C@@H](O1)N1C=NC=2C(N)=NC=NC12)O)O (ATP), oligodeoxynucleotide. RXN SMILES: C(O)[C:2]([NH2:7])([CH2:5][OH:6])[CH2:3]O.Cl.C(S)[C@@H](O)[C@H]([OH:15])CS.[Mg+2].[Cl-].[Cl-].C1N=[C:25](N)[C:24]2N=C[N:30]([C@@H:31]3O[C@H:34]([CH2:36]OP(OP(O[32P](O)(O)=O)(O)=O)(O)=O)[C@@H:33](O)[C@H:32]3O)[C:23]=2N=1.P(OC[C@H]1O[C@@H](N2C3N=CN=C(N)C=3N=C2)[C@H](O)[C@@H]1O)(OP(OP(O)(O)=O)(O)=O)(=O)O>>[NH2:7][C@H:2]([C:5]([OH:15])=[O:6])[CH2:3][C:32]1[C:33]2[C:23](=[CH:24][CH:25]=[CH:36][CH:34]=2)[NH:30][CH:31]=1 |f:0.1,3.4.5|. Reaction conditions: time 30 minute. Procedure: The ten oligodeoxynucleotides shown in FIG. 3A were synthesized by the phosphotriester method and purified. 500 pmole of each oligodeoxynucleotide except 1 and 10 were phosphorylated individually in 20 μl containing 60 mM Tris-HCl, pH 8, 15 mM DTT, 10 mM MgCl2, 20 μCi of [γ-32P]-ATP and 20 units of polynucleotide kinase (P/L Biochemicals) for 30 min. at 37° C. This was followed by the addition of 10 μl containing 60 mM Tris-HCl, pH 8, 15 mM DTT, 10 mM MgCl2, 1.5 mM ATP and 20 additional units of... Starting materials: CC(=O)OC(C)=O, Nc1nc2ccccc2nc1N, C1CCOC1. Yields the product CC(=O)Nc1nc2ccccc2nc1N. As a reaction SMILES: [CH3:1][C:2]([O:3][C:5]([CH3:6])=[O:7])=[O:4].[NH2:8][c:9]1[n:10][c:11]2[cH:12][cH:13][cH:14][cH:15][c:16]2[n:17][c:18]1[NH2:19].[O:20]1[CH2:21][CH2:22][CH2:23][CH2:24]1>>[C:5]([CH3:6])(=[O:7])[NH:19][c:18]1[c:9]([NH2:8])[n:10][c:11]2[cH:12][cH:13][cH:14][cH:15][c:16]2[n:17]1. The reactants are C(#N)C1=CC=C(C=C1)CCC1=NC2=C(N1C)C=CC(=C2)NCC2=CC=CC1=CC=CC=C21 (2-[2-(4-cyanophenyl)-ethyl]-1-methyl-5-naphth-1-ylmethylamino-benzimidazole), CN1CCOCC1 (N-methylmorpholine), ClCC(=O)Cl (chloroacetylchloride). The solvent is ClCCl (dichloromethane), ClCCl (dichloromethane). Reaction conditions: temperature 10 celsius, time 30 minute. The product is C(#N)C1=CC=C(C=C1)CCC1=NC2=C(N1C)C=CC(=C2)N(C(CCl)=O)CC2=CC=CC1=CC=CC=C21 (N-{2-[2-(4-Cyanophenyl)-ethyl]-1-methyl-benzimidazol-5-yl}-N-(naphth-1-ylmethyl)-2-chloroacetamide). As a reaction SMILES: [C:1]([C:3]1[CH:8]=[CH:7][C:6]([CH2:9][CH2:10][C:11]2[N:15]([CH3:16])[C:14]3[CH:17]=[CH:18][C:19]([NH:21][CH2:22][C:23]4[C:32]5[C:27](=[CH:28][CH:29]=[CH:30][CH:31]=5)[CH:26]=[CH:25][CH:24]=4)=[CH:20][C:13]=3[N:12]=2)=[CH:5][CH:4]=1)#[N:2].CN1CCOCC1.[Cl:40][CH2:41][C:42](Cl)=[O:43]>ClCCl>[C:1]([C:3]1[CH:4]=[CH:5][C:6]([CH2:9][CH2:10][C:11]2[N:15]([CH3:16])[C:14]3[CH:17]=[CH:18][C:19]([N:21]([CH2:22][C:23]4[C:32]5[C:27](=[CH:28][CH:29]=[CH:30][CH:31]=5)[CH:26]=[CH:25][CH:24]=4)[C:42](=[O:43])[CH2:41][Cl:40])=[CH:20][C:13]=3[N:12]=2)=[CH:7][CH:8]=1)#[N:2]. Procedure details: A mixture of 4.0 g (9.6 mmol) of 2-[2-(4-cyanophenyl)-ethyl]-1-methyl-5-naphth-1-ylmethylamino-benzimidazole and 1.1 mL (10.0 mmol) of N-methylmorpholine in 80 ml of dichloromethane was cooled to 10° C. A solution of 0.8 mL (10.0 mmol) of chloroacetylchloride in 15 ml of dichloromethane was added dropwise to the solution within 15 min. The mixture was then stirred for 30 min at ambient temperature. It was washed with water and dilute potassium carbonate solution, dried and concentrated by evapor... Reactants: CC=1OC2=C(C=CC=C2C(C1)=O)C=O (2-methyl-4-oxo-4H-chromene-8-carbaldehyde), CC(CC(C)=O)=O (2,4-pentanedione), N\C(=C/C(=O)OC(C)(C)C)\C (tert-butyl 3-aminocrotonate), C(C)(=O)O (acetic acid). Solvent: CC(C)O (2-propanol). Yields the product C(C)(=O)C=1C(C(=C(NC1C)C)C(=O)OC(C)(C)C)C=1C=CC=C2C(C=C(OC12)C)=O (tert-Butyl 5-acetyl-2,6-dimethyl-4-(2-methyl-4-oxo-4H-chromen-8-yl)-1,4-dihydropyridine-3-carboxylate). Reaction SMILES: [CH3:1][C:2]1[O:3][C:4]2[C:9]([C:10](=[O:12])[CH:11]=1)=[CH:8][CH:7]=[CH:6][C:5]=2[CH:13]=O.[CH3:15][C:16](=O)[CH2:17][C:18](=[O:20])[CH3:19].[NH2:22]/[C:23](/[CH3:32])=[CH:24]\[C:25]([O:27][C:28]([CH3:31])([CH3:30])[CH3:29])=[O:26].C(O)(=O)C>CC(O)C>[C:18]([C:17]1[CH:13]([C:5]2[CH:6]=[CH:7][CH:8]=[C:9]3[C:4]=2[O:3][C:2]([CH3:1])=[CH:11][C:10]3=[O:12])[C:24]([C:25]([O:27][C:28]([CH3:31])([CH3:30])[CH3:29])=[O:26])=[C:23]([CH3:32])[NH:22][C:16]=1[CH3:15])(=[O:20])[CH3:19]. Reported procedure: 100 mg (0.53 mmol) of 2-methyl-4-oxo-4H-chromene-8-carbaldehyde are dissolved with 93.1 mg (0.93 mmol) of 2,4-pentanedione, 83.5 mg (0.53 mmol) of tert-butyl 3-aminocrotonate and 31.9 mg (0.53 mmol) of acetic acid in 5 ml of 2-propanol and heated to reflux under argon for 10 h. The solvent is removed in vacuo, and the residue is purified by column chromatography (mobile phase: dichloromethane/methanol 95:5). 87 mg (40% of theory) of the title compound are obtained as a yellow solid. Starting materials: NC(=O)C1Cc2c([nH]c3ccccc23)CN1C(=O)OCc1ccccc1, O=P(Cl)(Cl)Cl, c1ccncc1. Product: N#CC1Cc2c([nH]c3ccccc23)CN1C(=O)OCc1ccccc1. RXN SMILES: [CH2:1]([c:2]1[cH:3][cH:4][cH:5][cH:6][cH:7]1)[O:8][C:9](=[O:10])[N:11]1[CH2:12][c:13]2[nH:14][c:15]3[cH:16][cH:17][cH:18][cH:19][c:20]3[c:21]2[CH2:22][CH:23]1[C:24](=[O:25])[NH2:26].[P:27]([Cl:28])([Cl:29])([Cl:30])=[O:31].[cH:32]1[cH:33][cH:34][n:35][cH:36][cH:37]1>>[CH2:1]([c:2]1[cH:3][cH:4][cH:5][cH:6][cH:7]1)[O:8][C:9](=[O:10])[N:11]1[CH2:12][c:13]2[nH:14][c:15]3[cH:16][cH:17][cH:18][cH:19][c:20]3[c:21]2[CH2:22][CH:23]1[C:24]#[N:26]. Reactants: C(C)(C)(C)OC(NC1=C(C=C(C=C1)C#C)[N+](=O)[O-])=O ((4-Ethynyl-2-nitro-phenyl)-carbamic acid tert.-butyl ester), FC1=C(C=CC(=C1)F)I (2,4-difluoro-1-iodobenzene). Product: C(C)(C)(C)OC(NC1=C(C=C(C=C1)C#CC1=C(C=C(C=C1)F)F)[N+](=O)[O-])=O ([4-(2,4-Difluoro-phenylethynyl)-2-nitro-phenyl]-carbamic acid tert.-butyl ester). The yield is 107.8%. As a reaction SMILES: [C:1]([O:5][C:6](=[O:19])[NH:7][C:8]1[CH:13]=[CH:12][C:11]([C:14]#[CH:15])=[CH:10][C:9]=1[N+:16]([O-:18])=[O:17])([CH3:4])([CH3:3])[CH3:2].[F:20][C:21]1[CH:26]=[C:25]([F:27])[CH:24]=[CH:23][C:22]=1I>>[C:1]([O:5][C:6](=[O:19])[NH:7][C:8]1[CH:13]=[CH:12][C:11]([C:14]#[C:15][C:24]2[CH:23]=[CH:22][C:21]([F:20])=[CH:26][C:25]=2[F:27])=[CH:10][C:9]=1[N+:16]([O-:18])=[O:17])([CH3:4])([CH3:2])[CH3:3]. Reported procedure: Prepared from (4-ethynyl-2-nitro-phenyl)-carbamic acid tert.-butyl ester (Example F2) (525 mg, 2.0 mmol) and 2,4-difluoro-1-iodobenzene (0.36 mL, 3 mmol) according to the general procedure F. Obtained as a yellow solid (807 mg).